This data is from the Open Reaction Database (ORD), a public repository of structured organic reaction records. The task is: describe an organic reaction: reactants, conditions, products, and yield Reactants: C[Sn](C)(C)C1(F)C=CC(N2CC(CO)OC2=O)=CC1F, Cc1nnc(-c2ccc(Br)cn2)o1. The product is Cc1nnc(-c2ccc(C3(F)C=CC(N4CC(CO)OC4=O)=CC3F)cn2)o1. RXN SMILES: [CH3:1][Sn:2]([C:3]1([F:18])[CH:4]([F:17])[CH:5]=[C:6]([N:9]2[C:10](=[O:16])[O:11][CH:12]([CH2:14][OH:15])[CH2:13]2)[CH:7]=[CH:8]1)([CH3:19])[CH3:20].[CH3:21][c:22]1[o:23][c:24](-[c:27]2[n:28][cH:29][c:30]([Br:33])[cH:31][cH:32]2)[n:25][n:26]1>>[C:3]1([F:18])([c:30]2[cH:29][n:28][c:27](-[c:24]3[o:23][c:22]([CH3:21])[n:26][n:25]3)[cH:32][cH:31]2)[CH:4]([F:17])[CH:5]=[C:6]([N:9]2[C:10](=[O:16])[O:11][CH:12]([CH2:14][OH:15])[CH2:13]2)[CH:7]=[CH:8]1.